Dataset: the Open Reaction Database (ORD), a public repository of structured organic reaction records. Task: describe an organic reaction: reactants, conditions, products, and yield Starting materials: CCOCC, CCOC(C)=O, Cl, CC(C)(C)OC(=O)NC12CC3CC1CC(CN1CCSCC1)(C3)C2. Yields the product Cl, NC12CC3CC1CC(CN1CCSCC1)(C3)C2. As a reaction SMILES: [CH3:26][CH2:27][O:28][CH2:29][CH3:30].[CH3:31][CH2:32][O:33][C:34]([CH3:35])=[O:36].[ClH:25].[S:1]1[CH2:2][CH2:3][N:4]([CH2:7][C:8]23[CH2:9][C:10]4([NH:17][C:18](=[O:19])[O:20][C:21]([CH3:22])([CH3:23])[CH3:24])[CH2:11][CH:12]([CH2:13][CH:14]4[CH2:15]2)[CH2:16]3)[CH2:5][CH2:6]1>>[ClH:25].[S:1]1[CH2:2][CH2:3][N:4]([CH2:7][C:8]23[CH2:9][C:10]4([NH2:17])[CH2:11][CH:12]([CH2:13][CH:14]4[CH2:15]2)[CH2:16]3)[CH2:5][CH2:6]1. Reactants: CSC1C(NC2=C(C=C(C(=C12)C1=CC=CC=C1)[N+](=O)[O-])[N+](=O)[O-])=O (3-methylthio-4-phenyl-5,7-dinitroindolin-2-one), [Sn] (tin), Cl (hydrochloric acid). Run in C(C)O (ethanol). The product is C1(=CC=CC=C1)C1=C2CC(NC2=C(C=C1N)N)=O (4-Phenyl-5,7-diaminoindolin-2-one). Reaction SMILES: CS[CH:3]1[C:11]2[C:6](=[C:7]([N+:21]([O-])=O)[CH:8]=[C:9]([N+:18]([O-])=O)[C:10]=2[C:12]2[CH:17]=[CH:16][CH:15]=[CH:14][CH:13]=2)[NH:5][C:4]1=[O:24].[Sn].Cl>C(O)C>[C:12]1([C:10]2[C:9]([NH2:18])=[CH:8][C:7]([NH2:21])=[C:6]3[C:11]=2[CH2:3][C:4](=[O:24])[NH:5]3)[CH:17]=[CH:16][CH:15]=[CH:14][CH:13]=1 |^3:24|. Procedure details: A mixture of 4.9 grams (0.014 mole) of 3-methylthio-4-phenyl-5,7-dinitroindolin-2-one, 4.2 grams (0.035 mole) of tin powder, 10 milliliters of concentrated hydrochloric acid and 50 milliliters of ethanol are refluxed for 4 hours under nitrogen. The hot mixture is filtered and the filtrate concentrated to give a solid. Starting materials: O (water), NC1=CC=C2C(=N1)C(=CN2)C2CCN(CC2)C (5-amino-3-(1-methylpiperidin-4-yl)pyrrolo[3,2-b]pyridine), C1(CC1)C(=O)Cl (cyclopropanecarbonyl chloride), C1(CC1)C(=O)Cl (cyclopropanecarbonyl chloride). Run in N1=CC=CC=C1 (pyridine). Run at time 1.5 hour. Yields the product C1(CC1)C(=O)NC1=CC=C2C(=N1)C(=CN2)C2CCN(CC2)C (5-(N-[cyclopropanecarbonyl]amino)-3-(1-methylpiperidin-4-yl)pyrrolo[3,2-b]pyridine). Isolated yield 56.7%. RXN SMILES: [NH2:1][C:2]1[N:7]=[C:6]2[C:8]([CH:11]3[CH2:16][CH2:15][N:14]([CH3:17])[CH2:13][CH2:12]3)=[CH:9][NH:10][C:5]2=[CH:4][CH:3]=1.[CH:18]1([C:21](Cl)=[O:22])[CH2:20][CH2:19]1.O>N1C=CC=CC=1>[CH:18]1([C:21]([NH:1][C:2]2[N:7]=[C:6]3[C:8]([CH:11]4[CH2:16][CH2:15][N:14]([CH3:17])[CH2:13][CH2:12]4)=[CH:9][NH:10][C:5]3=[CH:4][CH:3]=2)=[O:22])[CH2:20][CH2:19]1. Reported procedure: A solution of 0.300 gm (1.30 mMol) 5-amino-3-(1-methylpiperidin-4-yl)pyrrolo[3,2-b]pyridine in 40 mL pyridine was heated to 50° C. To this solution was added 0.13 mL (1.43 mMol) cyclopropanecarbonyl chloride and the reaction mixture was stirred for 1.5 hours. An additional 0.10 mL of cyclopropanecarbonyl chloride were added and the reaction mixture was stirred for an additional hour. The reaction mixture was treated with 1.0 mL of water and was then concentrated under reduced pressure. The resid... Starting materials: CC1=NC(=C(C(=C1C#N)C1OCCCC1)C#N)S (2-Methyl-6-sulfanyl-4-(tetrahydro-2H-pyran-2-yl)pyridine-3,5-dicarbonitrile), ClCC=1N=C(SC1)C1=CC=C(C=C1)Cl (4-(chloromethyl)-2-(4-chlorophenyl)-1,3-thiazole), C([O-])(O)=O.[Na+] (sodium bicarbonate), NC1=NC(=C(C(=C1C#N)C1OCCCC1)C#N)SCC=1N=C(SC1)C1=CC=C(C=C1)Cl (rac-2-Amino-6-({[2-(4-chlorophenyl)-1,3-thiazol-4-yl]methyl}thio)-4-(tetrahydro-2H-pyran-2-yl)-pyridine-3,5-dicarbonitrile). Solvent: CN(C)C=O (DMF). The product is ClC1=CC=C(C=C1)C=1SC=C(N1)CSC1=NC(=C(C(=C1C#N)C1OCCCC1)C#N)C (2-({[2-(4-Chlorophenyl)-1,3-thiazol-4-yl]methyl}sulfanyl)-6-methyl-4-(tetrahydro-2H-pyran-2-yl)-pyridine-3,5-dicarbonitrile). RXN SMILES: [CH3:1][C:2]1[C:7]([C:8]#[N:9])=[C:6]([CH:10]2[CH2:15][CH2:14][CH2:13][CH2:12][O:11]2)[C:5]([C:16]#[N:17])=[C:4]([SH:18])[N:3]=1.Cl[CH2:20][C:21]1[N:22]=[C:23]([C:26]2[CH:31]=[CH:30][C:29]([Cl:32])=[CH:28][CH:27]=2)[S:24][CH:25]=1.C(=O)(O)[O-].[Na+].NC1C(C#N)=C(C2CCCCO2)C(C#N)=C(SCC2N=C(C3C=CC(Cl)=CC=3)SC=2)N=1>CN(C=O)C>[Cl:32][C:29]1[CH:28]=[CH:27][C:26]([C:23]2[S:24][CH:25]=[C:21]([CH2:20][S:18][C:4]3[C:5]([C:16]#[N:17])=[C:6]([CH:10]4[CH2:15][CH2:14][CH2:13][CH2:12][O:11]4)[C:7]([C:8]#[N:9])=[C:2]([CH3:1])[N:3]=3)[N:22]=2)=[CH:31][CH:30]=1 |f:2.3|. Reported procedure: 50 mg (0.14 mmol) of the compound from Example 41A, 40 mg (0.16 mmol) of 4-(chloromethyl)-2-(4-chlorophenyl)-1,3-thiazole and 45 mg (0.54 mmol) of sodium bicarbonate are reacted in 2.8 ml of dry DMF analogously to the preparation of the compound of Example 14. The reactants are C(C)(=O)[O-].[Ni+2].C(C)(=O)[O-] (nickel (II) acetate), N1C=NC=C1 (imidazole). Product: C(C)(=O)[O-].[Ni+2].N1C=NC=C1.N1C=NC=C1.N1C=NC=C1.N1C=NC=C1.N1C=NC=C1.N1C=NC=C1.C(C)(=O)[O-] (hexa (imidazole) nickel (II) acetate). The yield is 97.5%. As a reaction SMILES: [C:1]([O-:4])(=[O:3])[CH3:2].[Ni+2:5].[C:6]([O-:9])(=[O:8])[CH3:7].[NH:10]1[CH:14]=[CH:13][N:12]=[CH:11]1>>[C:1]([O-:4])(=[O:3])[CH3:2].[Ni+2:5].[NH:10]1[CH:14]=[CH:13][N:12]=[CH:11]1.[NH:10]1[CH:14]=[CH:13][N:12]=[CH:11]1.[NH:10]1[CH:14]=[CH:13][N:12]=[CH:11]1.[NH:10]1[CH:14]=[CH:13][N:12]=[CH:11]1.[NH:10]1[CH:14]=[CH:13][N:12]=[CH:11]1.[NH:10]1[CH:14]=[CH:13][N:12]=[CH:11]1.[C:6]([O-:9])(=[O:8])[CH3:7] |f:0.1.2,4.5.6.7.8.9.10.11.12|. Procedure: 1 mole of nickel (II) acetate and 6 moles of imidazole were heated to 100° C. in a stirred reactor with thorough mixing at 200 to 400 rpm for 5 to 10 minutes to obtain a complex of hexa (imidazole) nickel (II) acetate with a 97.5% yield, based on the metal salt. Reactants: ClC1=CC(=NC(=C1)CN1C(C=2C(C1=O)=CC=CC2)=O)C=2N=C(SC2)N=C(N)N (4-(4-chloro-6-phthalimidomethylpyridin-2-yl)-2-(diaminomethyleneamino)thiazole), O.NN (hydrazine mono-hydrate). Run in C(C)O (ethanol). Run at time 14 hour. Yields the product ClC1=CC(=NC(=C1)CNC(=O)N)C=1N=C(SC1)N=C(N)N (4-(4-chloro-6-ureidomethylpyridin-2-yl)-2-(diaminomethyleneamino)thiazole). The yield is 32.3%. RXN SMILES: [Cl:1][C:2]1[CH:7]=[C:6]([CH2:8][N:9]2C(=O)C3=CC=CC=C3[C:10]2=[O:19])[N:5]=[C:4]([C:20]2[N:21]=[C:22]([N:25]=[C:26]([NH2:28])[NH2:27])[S:23][CH:24]=2)[CH:3]=1.O.[NH2:30]N>C(O)C>[Cl:1][C:2]1[CH:7]=[C:6]([CH2:8][NH:9][C:10]([NH2:30])=[O:19])[N:5]=[C:4]([C:20]2[N:21]=[C:22]([N:25]=[C:26]([NH2:28])[NH2:27])[S:23][CH:24]=2)[CH:3]=1 |f:1.2|. Procedure: A mixture of 4-(4-chloro-6-phthalimidomethylpyridin-2-yl)-2-(diaminomethyleneamino)thiazole (1.10 g) and hydrazine mono-hydrate (400mg) in ethanol (200 ml) was refluxed for 5 hours. After the solvent and excess hydrazine monohydrate were removed by concentration, water (10 ml) was added to the residue and the suspension was adjusted to pH 2 with 6N-hydrochloric acid. The resulting precipitate was filtered off, washed with water (5 ml) and the filtrate and the washing solution were combined. Afte...